The task is: describe an organic reaction: reactants, conditions, products, and yield. This data is from the Open Reaction Database (ORD), a public repository of structured organic reaction records. Starting materials: COc1cc2c(cc1N)CCC(N1CCOCC1)CC2, COc1ccc2c(c1N)CCC(N1CCOCC1)CC2, NC(=O)C1C2C=CC(C2)C1Nc1nc(Cl)ncc1Cl, CNC(=O)c1ccccc1Nc1nc(Cl)ncc1Cl. Product: CNC(=O)c1ccccc1Nc1nc(Nc2c(OC)ccc3c2CCC(N2CCOCC2)CC3)ncc1Cl. As a reaction SMILES: [CH3:39][O:40][c:41]1[c:42]([NH2:43])[cH:44][c:45]2[c:57]([cH:58]1)[CH2:56][CH2:55][CH:48]([N:49]1[CH2:50][CH2:51][O:52][CH2:53][CH2:54]1)[CH2:47][CH2:46]2.[CH3:59][O:60][c:61]1[cH:62][cH:63][c:64]2[c:65]([c:77]1[NH2:78])[CH2:66][CH2:67][CH:68]([N:71]1[CH2:72][CH2:73][O:74][CH2:75][CH2:76]1)[CH2:69][CH2:70]2.[Cl:1][c:2]1[n:3][c:4]([NH:5][CH:6]2[CH:7]3[CH2:8][CH:9]([CH:10]=[CH:11]3)[CH:12]2[C:13]([NH2:14])=[O:15])[c:16]([Cl:17])[cH:18][n:19]1.[Cl:20][c:21]1[n:22][cH:23][c:24]([Cl:38])[c:25]([NH:27][c:28]2[c:29]([C:30](=[O:31])[NH:32][CH3:33])[cH:34][cH:35][cH:36][cH:37]2)[n:26]1>>[c:21]1([NH:78][c:77]2[c:61]([O:60][CH3:59])[cH:62][cH:63][c:64]3[c:65]2[CH2:66][CH2:67][CH:68]([N:71]2[CH2:72][CH2:73][O:74][CH2:75][CH2:76]2)[CH2:69][CH2:70]3)[n:22][cH:23][c:24]([Cl:38])[c:25]([NH:27][c:28]2[c:29]([C:30](=[O:31])[NH:32][CH3:33])[cH:34][cH:35][cH:36][cH:37]2)[n:26]1.